From a dataset of the Open Reaction Database (ORD), a public repository of structured organic reaction records. describe an organic reaction: reactants, conditions, products, and yield Reactants: COC=1C=C2C(=NC=NC2=CC1OC)N1CCC(CC1)CN1S(NCCC1)(=O)=O (1-(6,7-dimethoxyquinazolin-4-yl)-4-[(1,1-dioxotetrahydro-1,2,6-thiadiazin-2-yl)methyl]piperidine), [H-].[Na+] (sodium hydride), C(C)(C)I (Isopropyl iodide). Run in CN(C=O)C (dimethylformamide). Conditions: time 45 minute. The product is COC=1C=C2C(=NC=NC2=CC1OC)N1CCC(CC1)CN1S(N(CCC1)C(C)C)(=O)=O (1-(6,7-dimethoxyquinazolin-4-yl)-4-([1,1-dioxo-6-isopropyltetrahydro-1,2,6-thiadiazin-2-yl]methyl)piperidine). RXN SMILES: [CH3:1][O:2][C:3]1[CH:4]=[C:5]2[C:10](=[CH:11][C:12]=1[O:13][CH3:14])[N:9]=[CH:8][N:7]=[C:6]2[N:15]1[CH2:20][CH2:19][CH:18]([CH2:21][N:22]2[CH2:27][CH2:26][CH2:25][NH:24][S:23]2(=[O:29])=[O:28])[CH2:17][CH2:16]1.[H-].[Na+].[CH:32](I)([CH3:34])[CH3:33]>CN(C)C=O>[CH3:1][O:2][C:3]1[CH:4]=[C:5]2[C:10](=[CH:11][C:12]=1[O:13][CH3:14])[N:9]=[CH:8][N:7]=[C:6]2[N:15]1[CH2:16][CH2:17][CH:18]([CH2:21][N:22]2[CH2:27][CH2:26][CH2:25][N:24]([CH:32]([CH3:34])[CH3:33])[S:23]2(=[O:28])=[O:29])[CH2:19][CH2:20]1 |f:1.2|. Reported procedure: A stirred solution of 1-(6,7-dimethoxyquinazolin-4-yl)-4-[(1,1-dioxotetrahydro-1,2,6-thiadiazin-2-yl)methyl]piperidine 1/2 CH3CH2OCOCH3 (0.7 g) (prepared as in Example 9) in dimethylformamide (4.0 cm3) was treated at room temperature with sodium hydride (100 mg. of a 50% dispersion in oil) and the mixture was stirred for 45 minutes. Isopropyl iodide (255 mg) was then added and the resulting mixture was stirred for 6 hours. The solvent was removed in vacuo and the residue was taken into chlorofor...